Dataset: the Open Reaction Database (ORD), a public repository of structured organic reaction records. Task: describe an organic reaction: reactants, conditions, products, and yield The reactants are COc1ccccc1N1CCN(CCN2C(=O)c3ccccc3C2=O)CC1, CCO, NN, O, O. The product is COc1ccccc1N1CCN(CCN)CC1. Reaction SMILES: [CH3:1][O:2][c:3]1[c:4]([N:9]2[CH2:10][CH2:11][N:12]([CH2:15][CH2:16][N:17]3[C:18](=[O:19])[c:20]4[cH:21][cH:22][cH:23][cH:24][c:25]4[C:26]3=[O:27])[CH2:13][CH2:14]2)[cH:5][cH:6][cH:7][cH:8]1.[CH3:32][CH2:33][OH:34].[NH2:29][NH2:30].[OH2:28].[OH2:31]>>[CH3:1][O:2][c:3]1[c:4]([N:9]2[CH2:10][CH2:11][N:12]([CH2:15][CH2:16][NH2:17])[CH2:13][CH2:14]2)[cH:5][cH:6][cH:7][cH:8]1.